This data is from the Open Reaction Database (ORD), a public repository of structured organic reaction records. The task is: describe an organic reaction: reactants, conditions, products, and yield Reactants: C1(=CC=CC=C1)S(=O)(=O)C1=CC(=NC(=C1)Br)Br (4-benzenesulphonyl-2,6-dibromopyridine), CN (methylamine). The solvent is C(C)O (ethanol), C(C)O (ethanol), O1CCOCC1 (dioxane). The product is C1(=CC=CC=C1)S(=O)(=O)C1=CC(=NC(=C1)Br)NC ((4-benzenesulphonyl-6-bromopyridin-2-yl)-methylamine). The yield is 61.0%. As a reaction SMILES: [C:1]1([S:7]([C:10]2[CH:15]=[C:14]([Br:16])[N:13]=[C:12](Br)[CH:11]=2)(=[O:9])=[O:8])[CH:6]=[CH:5][CH:4]=[CH:3][CH:2]=1.[CH3:18][NH2:19]>C(O)C.O1CCOCC1>[C:1]1([S:7]([C:10]2[CH:15]=[C:14]([Br:16])[N:13]=[C:12]([NH:19][CH3:18])[CH:11]=2)(=[O:9])=[O:8])[CH:6]=[CH:5][CH:4]=[CH:3][CH:2]=1. Procedure: 0.42 g (0.00112 mol) of 4-benzenesulphonyl-2,6-dibromopyridine and 1.4 ml of 8M methylamine in ethanol were stirred at room temperature in a mixture of 11 ml of ethanol and 11 ml of dioxane for 48 hrs. After removal of the solvent the residue was chromatographed on silica gel with ethyl acetate/hexane 1:10. The product-containing fractions were suspended in 25 ml of diethyl ether, treated in an ultrasound bath and diluted with 45 ml of hexane. The suspension was suction filtered and the filter m... Reactants: C[O-].[Na+] (sodium methylate), FC(C1=CC=C(C=C1)C(C(C#N)Br)Br)(F)F (3-(4-(Trifluoromethyl)phenyl)-2,3-dibromopropionitrile), CCOCC (ether). Solvent: CO (methanol). Conditions: temperature 5 celsius, time 33 hour. Yields the product FC(C1=CC=C(C=C1)C(=CC#N)OC)(F)F (3-(4-(TRIFLUOROMETHYL)PHENYL)-3-METHOXYACRYLONITRILE). RXN SMILES: [F:1][C:2]([F:16])([F:15])[C:3]1[CH:8]=[CH:7][C:6]([CH:9](Br)[CH:10](Br)[C:11]#[N:12])=[CH:5][CH:4]=1.C[O-].[Na+].C[CH2:21][O:22]CC>CO>[F:1][C:2]([F:16])([F:15])[C:3]1[CH:8]=[CH:7][C:6]([C:9]([O:22][CH3:21])=[CH:10][C:11]#[N:12])=[CH:5][CH:4]=1 |f:1.2|. Procedure: 3-(4-(Trifluoromethyl)phenyl)-2,3-dibromopropionitrile (2098 grams) was dissolved in methanol and chilled to 5° C. in an ice-bath. Next, over a 2 hour period, sodium methylate (95%) was added keeping the temperature between 5°-10° C. Following this the reaction mixture was allowed to warm to room temperature, was stirred for 33 hours, and was then stripped to near dryness. Upon the addition of 8 l. ether the mixture was slurried, slowly filtered, and stripped again, resulting in a brown oil. NMR... The reactants are CCCCBr, O=C([O-])[O-], C=CCc1cc(C=O)cc(OC)c1O, [K+], [K+], O. The product is C=CCc1cc(C=O)cc(OC)c1OCCCC. As a reaction SMILES: [Br:21][CH2:22][CH2:23][CH2:24][CH3:25].[C:15](=[O:16])([O-:17])[O-:18].[CH2:1]([CH:2]=[CH2:3])[c:4]1[cH:5][c:6]([CH:7]=[O:8])[cH:9][c:10]([O:13][CH3:14])[c:11]1[OH:12].[K+:19].[K+:20].[OH2:26]>>[CH2:1]([CH:2]=[CH2:3])[c:4]1[cH:5][c:6]([CH:7]=[O:8])[cH:9][c:10]([O:13][CH3:14])[c:11]1[O:12][CH2:22][CH2:23][CH2:24][CH3:25]. Starting materials: [OH-].[Na+] (NaOH), C1(=CC=CC=C1)N (phenylamine), P(=O)([O-])([O-])[O-].[K+].[K+].[K+] (potassium phosphate), BrC(C(=O)Cl)CCBr (2,4-dibromo-butyryl chloride). The solvent is C(C)#N (acetonitrile). Reaction conditions: time 1 hour. Yields the product BrC1C(N(CC1)C1=CC=CC=C1)=O (3-bromo-1-phenyl-pyrrolidin-2-one). RXN SMILES: [C:1]1([NH2:7])[CH:6]=[CH:5][CH:4]=[CH:3][CH:2]=1.P([O-])([O-])([O-])=O.[K+].[K+].[K+].[Br:16][CH:17]([CH2:21][CH2:22]Br)[C:18](Cl)=[O:19].[OH-].[Na+]>C(#N)C>[Br:16][CH:17]1[CH2:21][CH2:22][N:7]([C:1]2[CH:6]=[CH:5][CH:4]=[CH:3][CH:2]=2)[C:18]1=[O:19] |f:1.2.3.4,6.7|. Procedure details: To a suspension of phenylamine L (465 mg, 5.0 mmol) and potassium phosphate (530 mg, 2.5 mmol) in acetonitrile (20 mL) was added 2,4-dibromo-butyryl chloride III (1.32 g, 5.0 mmol) at 0° C. The mixture was brought to rt and stirred for 1 hr. Then NaOH (1 mL, 50% aqueous solution) was added, and the mixture was stirred overnight. After the mixture was filtered, the solid was washed with acetonitrile (10 mL), and the combined filtrate was concentrated. The residue was purified by column chromatogr... Procedure: A mixture of 0.021 g (0.05 mmole) of 4-(3-chloro-phenyl)-2-(6-oxiranylmethoxy-benzoimidazol-1-yl)-thiazole-5-carboxylic acid amide (I.39a), 0.5 mL of dimethylformamide, 0.035 g (0.25 mmole) of potassium carbonate and 0.009 mL (0.1 mmole) of morpholine was heated at 100 degrees for 3 hours. The mixture was cooled, the solid was removed by filtration and the filtrate purified by reverse phase silica gel chromatography, eluting with acetonitrile-water (gradient 20:80-100:0) to give 0.012 g of 4-(3-... As a reaction SMILES: [Cl:1][C:2]1[CH:3]=[C:4]([C:8]2[N:9]=[C:10]([N:16]3[C:20]4[CH:21]=[C:22]([O:25][CH2:26][CH:27]5[CH2:29][O:28]5)[CH:23]=[CH:24][C:19]=4[N:18]=[CH:17]3)[S:11][C:12]=2[C:13]([NH2:15])=[O:14])[CH:5]=[CH:6][CH:7]=1.C(=O)([O-])[O-].[K+].[K+].[NH:36]1[CH2:41][CH2:40]O[CH2:38][CH2:37]1.[CH3:42][N:43](C)C=O>>[Cl:1][C:2]1[CH:3]=[C:4]([C:8]2[N:9]=[C:10]([N:16]3[C:20]4[CH:21]=[C:22]([O:25][CH2:26][CH:27]([OH:28])[CH2:29][N:36]5[CH2:41][CH2:40][N:43]([CH3:42])[CH2:38][CH2:37]5)[CH:23]=[CH:24][C:19]=4[N:18]=[CH:17]3)[S:11][C:12]=2[C:13]([NH2:15])=[O:14])[CH:5]=[CH:6][CH:7]=1 |f:1.2.3|. The product is ClC=1C=C(C=CC1)C=1N=C(SC1C(=O)N)N1C=NC2=C1C=C(C=C2)OCC(CN2CCN(CC2)C)O (4-(3-chloro-phenyl)-2-{6-[2-hydroxy-3-(4-methyl-piperazin-1-yl)-propoxy]-benzoimidazol-1-yl}-thiazole-5-carboxylic acid amide). Reactants: ClC=1C=C(C=CC1)C=1N=C(SC1C(=O)N)N1C=NC2=C1C=C(C=C2)OCC2OC2 (4-(3-chloro-phenyl)-2-(6-oxiranylmethoxy-benzoimidazol-1-yl)-thiazole-5-carboxylic acid amide), C([O-])([O-])=O.[K+].[K+] (potassium carbonate), N1CCOCC1 (morpholine), CN(C=O)C (dimethylformamide). The reactants are COc1ccc(C(=O)NN)cc1, CCO, O=Cc1ccc2ccccc2n1. The product is COc1ccc(C(=O)NN=Cc2ccc3ccccc3n2)cc1. Reaction SMILES: [CH3:13][O:14][c:15]1[cH:16][cH:17][c:18]([C:19](=[O:20])[NH:21][NH2:22])[cH:23][cH:24]1.[CH3:25][CH2:26][OH:27].[n:1]1[c:2]([CH:11]=[O:12])[cH:3][cH:4][c:5]2[cH:6][cH:7][cH:8][cH:9][c:10]12>>[n:1]1[c:2]([CH:11]=[N:22][NH:21][C:19]([c:18]2[cH:17][cH:16][c:15]([O:14][CH3:13])[cH:24][cH:23]2)=[O:20])[cH:3][cH:4][c:5]2[cH:6][cH:7][cH:8][cH:9][c:10]12.